Task: describe an organic reaction: reactants, conditions, products, and yield. Dataset: the Open Reaction Database (ORD), a public repository of structured organic reaction records The reactants are [N+](=O)([O-])C1=C(C=C(C=C1)SC1=CC=CC=C1)C(F)(F)F (2-Nitro-5-phenylthiobenzotrifluoride), [S] (sulfur), [H][H] (hydrogen), [H][H] (hydrogen). Reagents/catalysts: [Ni] (Raney nickel). Run in C(C)O (ethanol). The product is C1(=CC=CC=C1)SC1=CC(=C(N)C=C1)C(F)(F)F (4-Phenylthio-2-trifluoromethylaniline). RXN SMILES: [N+:1]([C:4]1[CH:9]=[CH:8][C:7]([S:10][C:11]2[CH:16]=[CH:15][CH:14]=[CH:13][CH:12]=2)=[CH:6][C:5]=1[C:17]([F:20])([F:19])[F:18])([O-])=O.[H][H].[S]>C(O)C.[Ni]>[C:11]1([S:10][C:7]2[CH:8]=[CH:9][C:4]([NH2:1])=[C:5]([C:17]([F:20])([F:18])[F:19])[CH:6]=2)[CH:12]=[CH:13][CH:14]=[CH:15][CH:16]=1 |^3:22|. Procedure details: 2-Nitro-5-phenylthiobenzotrifluoride (25.6 g, 0.86 mole) in ethanol (500 ml) is reduced over Raney nickel at about 45 psi of hydrogen gas. After hydrogen uptake is complete the mixture is deactivated with elemental sulfur, filtered, and the filtrate evaporated under reduced pressure to afford product as an oil. The infrared spectrum shows an absorption at 2.9μ (strong NH band). The product crystallizes on standing to give a solid, m.p. 63°-66.5° C. The reactants are N1=CC=CC=2CCCC(C12)=O (6,7-dihydroquinolin-8(5H)-one), NCCCCNC(OC(C)(C)C)=O (tert-butyl 4-aminobutylcarbamate), N1=CC=CC=2CCCC(C12)NCCCCNC(OC(C)(C)C)=O (tert-butyl 4-(5,6,7,8-tetrahydroquinolin-8-ylamino)butylcarbamate), [BH4-].[Na+] (NaBH4). The reagents and catalysts are C(C)(=O)O (acetic acid). Run in C(C)O (ethanol). Run at temperature 150 celsius. The product is C(C)OC(=O)C1=NC=CC2=C1NC1=CC=CC=C21 (ethyl-9H-pyrido[3,4-b]indole-1-carboxylate). Reaction SMILES: N1[C:10]2[CH:9]([NH:11][CH2:12][CH2:13][CH2:14][CH2:15][NH:16][C:17](=O)OC(C)(C)C)[CH2:8][CH2:7][CH2:6][C:5]=2C=CC=1.N1C2C(=O)CCCC=2C=CC=1.NCCCCN[C:41](=[O:47])[O:42][C:43](C)(C)[CH3:44].[BH4-].[Na+]>C(O)C.C(O)(=O)C>[CH2:43]([O:42][C:41]([C:17]1[C:12]2[NH:11][C:9]3[C:10]([C:13]=2[CH:14]=[CH:15][N:16]=1)=[CH:5][CH:6]=[CH:7][CH:8]=3)=[O:47])[CH3:44] |f:3.4|. Reported procedure: To a suspension of tryptamine hydrochloride (2.00 g, 10.17 mmol) in ethanol (25 mL) was added a solution of glyoxylic acid ethyl ester (3.12 g, 15.26 mmol) in toluene (50% v/v) at 0° C. After the reaction mixture was stirred overnight at ambient temperature, the solvent was removed under reduced pressure. The resulting residue was treated with saturated aqueous sodium bicarbonate. The product was extracted with ethyl acetate. The combined organic layers were washed with brine, dried over sodium ... Starting materials: ICCOC (2-iodoethyl methylether), C([O-])([O-])=O.[K+].[K+] (potassium carbonate), OC1=CC=CC2=C1SC=C2 (7-hydroxy-benzo[b]thiophene). Run in CC(=O)C (acetone). The product is COCCOC1=CC=CC2=C1SC=C2 (7-(2-methoxy-ethoxy)-benzo[b]thiophene). Reaction SMILES: [OH:1][C:2]1[C:7]2[S:8][CH:9]=[CH:10][C:6]=2[CH:5]=[CH:4][CH:3]=1.I[CH2:12][CH2:13][O:14][CH3:15].C(=O)([O-])[O-].[K+].[K+]>CC(C)=O>[CH3:15][O:14][CH2:13][CH2:12][O:1][C:2]1[C:7]2[S:8][CH:9]=[CH:10][C:6]=2[CH:5]=[CH:4][CH:3]=1 |f:2.3.4|. Reported procedure: To a solution of 7-hydroxy-benzo[b]thiophene (Boot, J. R.; Brace, G.; Delatour, C. L.; Dezutter, N.; Fairhurst, J.; Findlay, J.; Gallagher, P. T.; Hoes, I.; Mahadevan, S.; Mitchell, S. N.; Rathmell, R. E.; Richards, S. J.; Simmonds, R. G.; Wallace, L.; Whatton, M. A.; Bioorganic & Medicinal Chemistry Letters (2004), 14(21), 5395-5399; 1.0 g, 6.6 mmol) in acetone (15 mL) was added 2-iodoethyl methylether (Ubichem, CAS: 4296-15-5, 2.47 g, 13.2 mmol) and potassium carbonate (1.84 g, 13.2 g). The re... Starting materials: C1(=CC=CC=C1)CN1C(CCCCC1)=O (hexahydro-1-phenylmethyl-2H-azepin-2-one), C(C)(C)[N-]C(C)C.[Li+] (lithium diisopropylamide), COC1=CC(CCC1)=O (3-methoxy-2-cyclohexenone), cupric bromide, [Br-].[Li+] (lithium bromide), C(C)(C)NC(C)C (diisopropylamine), C(CCC)[Li] (butyl lithium). The solvent is C1CCOC1 (THF), C(Cl)(Cl)Cl (chloroform), C1CCOC1 (THF), C(C)#N (acetonitrile). Reaction conditions: time 30 minute. Yields the product OC=1C=C(C=CC1)C1C(N(CCCC1)CC1=CC=CC=C1)=O (Hexahydro-3-(3-hydroxyphenyl)-1-phenylmethyl-2H-azepin-2-one). Isolated yield 20.3%. RXN SMILES: [C:1]1([CH2:7][N:8]2[CH2:14][CH2:13][CH2:12][CH2:11][CH2:10][C:9]2=[O:15])[CH:6]=[CH:5][CH:4]=[CH:3][CH:2]=1.C([N-]C(C)C)(C)C.[Li+].C(NC(C)C)(C)C.C([Li])CCC.C[O:37][C:38]1[CH2:43][CH2:42][CH2:41][C:40](=O)[CH:39]=1.[Br-].[Li+]>C1COCC1.C(#N)C.C(Cl)(Cl)Cl>[OH:37][C:38]1[CH:39]=[C:40]([CH:10]2[CH2:11][CH2:12][CH2:13][CH2:14][N:8]([CH2:7][C:1]3[CH:2]=[CH:3][CH:4]=[CH:5][CH:6]=3)[C:9]2=[O:15])[CH:41]=[CH:42][CH:43]=1 |f:1.2,6.7|. Procedure: A solution of hexahydro-1-phenylmethyl-2H-azepin-2-one (5.68 g) in dry THF was added at -10° C. to lithium diisopropylamide (0.032 mm) prepared from diisopropylamine (4.4 ml) and butyl lithium (22.9 ml of 1.4 M solution in hexane). The mixture was stirred for 30 minutes and then treated with a solution of 3-methoxy-2-cyclohexenone (2.53 g) in THF. After 5 hours at ambient temperature the mixture was poured onto ice-cold concentrated hydrochloric acid (100 ml). After vigorously stirring for 12 ho... Starting materials: S1C(=CC=C1)CC(=O)O (2-thienylacetic acid), OCNC(C)=O (N-hydroxymethyl acetamide). Solvent: FC(C(=O)O)(F)F (trifluoroacetic acid). Yields the product C(C)(=O)NCC1=CC=C(S1)CC(=O)O (2-(5-acetylaminomethyl-2-thienyl)-acetic acid). Reaction SMILES: [S:1]1[CH:5]=[CH:4][CH:3]=[C:2]1[CH2:6][C:7]([OH:9])=[O:8].O[CH2:11][NH:12][C:13](=[O:15])[CH3:14]>FC(F)(F)C(O)=O>[C:13]([NH:12][CH2:11][C:5]1[S:1][C:2]([CH2:6][C:7]([OH:9])=[O:8])=[CH:3][CH:4]=1)(=[O:15])[CH3:14]. Procedure details: 1.42 g of 2-thienylacetic acid are added in portions to a solution, kept at 0°-5° C., of 1.34 g of N-hydroxymethyl acetamide (Einhorn, Ann. Chem., volume 343, page 264 (1905)) in 10 ml of trifluoroacetic acid, whilst stirring. The mixture is stirred for 2 hours at 0°-5° C. and the trifluoroacetic acid is distilled off under reduced pressure. 30 ml of water are added to the residue and the mixture is extracted with twice 50 ml of ethyl acetate. The organic extracts are washed with a saturated aqu...